describe an organic reaction: reactants, conditions, products, and yield From a dataset of the Open Reaction Database (ORD), a public repository of structured organic reaction records. Reaction SMILES: [CH2:24]1[O:25][CH2:26][CH2:27][CH2:28]1.[CH3:17][C:18](=[O:19])[O:20][C:21](=[O:22])[CH3:23].[H-:1].[Na+:2].[OH:3][c:4]1[cH:5][c:6]([CH:12]=[CH:13][C:14](=[O:15])[OH:16])[cH:7][cH:8][c:9]1[O:10][CH3:11]>>[O:3]([c:4]1[cH:5][c:6]([CH:12]=[CH:13][C:14](=[O:15])[OH:16])[cH:7][cH:8][c:9]1[O:10][CH3:11])[C:18]([CH3:17])=[O:19]. The reactants are C1CCOC1, CC(=O)OC(C)=O, [H-], [Na+], COc1ccc(C=CC(=O)O)cc1O. Product: COc1ccc(C=CC(=O)O)cc1OC(C)=O.